From a dataset of the Open Reaction Database (ORD), a public repository of structured organic reaction records. describe an organic reaction: reactants, conditions, products, and yield The reactants are BrC=1C=C(C=2C(=CN(C2C1)C(C)CC)C)C(=O)NCC=1C(NC(=CC1C)C)=O (6-bromo-1-(sec-butyl)-N-((4,6-dimethyl-2-oxo-1,2-dihydropyridin-3-yl)methyl)-3-methyl-1H-indole-4-carboxamide), Thiol-3, O1CCOCC1 (1,4-Dioxane), Cl.CN(CC1=CC(=CC=C1)B1OC(C(O1)(C)C)(C)C)C (N,N-dimethyl-1-(3-(4,4,5,5-tetramethyl-1,3,2-dioxaborolan-2-yl)phenyl)methanamine-hydrochloride), P(=O)([O-])([O-])[O-].[K+].[K+].[K+] (potassium phosphate). Reagents/catalysts: C1=CC=C(C=C1)P([C-]2C=CC=C2)C3=CC=CC=C3.C1=CC=C(C=C1)P([C-]2C=CC=C2)C3=CC=CC=C3.Cl[Pd]Cl.[Fe+2].C(Cl)Cl (PdCl2(dppf) CH2Cl2). Solvent: O (water), CCOC(=O)C (EtOAc). Run at time 10 minute. Product: C(C)(CC)N1C=C(C=2C(=CC(=CC12)C1=CC(=CC=C1)CN(C)C)C(=O)NCC=1C(NC(=CC1C)C)=O)C (1-(sec-Butyl)-N-((4,6-dimethyl-2-oxo-1,2-dihydropyridin-3-yl)methyl)-6-(3-((dimethylamino)methyl)phenyl)-3-methyl-1H-indole-4-carboxamide). RXN SMILES: Br[C:2]1[CH:3]=[C:4]([C:16]([NH:18][CH2:19][C:20]2[C:21](=[O:28])[NH:22][C:23]([CH3:27])=[CH:24][C:25]=2[CH3:26])=[O:17])[C:5]2[C:6]([CH3:15])=[CH:7][N:8]([CH:11]([CH2:13][CH3:14])[CH3:12])[C:9]=2[CH:10]=1.Cl.[CH3:30][N:31]([CH3:48])[CH2:32][C:33]1[CH:38]=[CH:37][CH:36]=[C:35](B2OC(C)(C)C(C)(C)O2)[CH:34]=1.P([O-])([O-])([O-])=O.[K+].[K+].[K+].O1CCOCC1>C1C=CC(P(C2C=CC=CC=2)[C-]2C=CC=C2)=CC=1.C1C=CC(P(C2C=CC=CC=2)[C-]2C=CC=C2)=CC=1.Cl[Pd]Cl.[Fe+2].C(Cl)Cl.CCOC(C)=O.O>[CH:11]([N:8]1[C:9]2[CH:10]=[C:2]([C:35]3[CH:36]=[CH:37][CH:38]=[C:33]([CH2:32][N:31]([CH3:48])[CH3:30])[CH:34]=3)[CH:3]=[C:4]([C:16]([NH:18][CH2:19][C:20]3[C:21](=[O:28])[NH:22][C:23]([CH3:27])=[CH:24][C:25]=3[CH3:26])=[O:17])[C:5]=2[C:6]([CH3:15])=[CH:7]1)([CH2:13][CH3:14])[CH3:12] |f:1.2,3.4.5.6,8.9.10.11.12|. Reported procedure: Added sequentially to a reaction vial were 6-bromo-1-(sec-butyl)-N-((4,6-dimethyl-2-oxo-1,2-dihydropyridin-3-yl)methyl)-3-methyl-1H-indole-4-carboxamide (0.15 g, 0.338 mmol), N,N-dimethyl-1-(3-(4,4,5,5-tetramethyl-1,3,2-dioxaborolan-2-yl)phenyl)methanamine-hydrochloride (0.131 g, 0.439 mmol) and potassium phosphate (tribasic) (0.287 g, 1.350 mmol), followed by 1,4-Dioxane (4 mL) and water (0.75 mL). The suspension was stirred under N2 degassing for 10 min., and then added PdCl2(dppf)-CH2Cl2 addu... Starting materials: N[C@H]([C@@H](C)O)C(C)C ((2R,3S)-3-amino-4-methyl pentan-2-ol), N[C@@H](C(C)C)[C@@H](CCCC)O ((3S,4R)-3-amino-2-methyloctan-4-ol). Product: CC(C)[C@@H]([C@@H](CCCC)O)N1CCCC1 ((3S,4R)-2-Methyl-3-(1-pyrrolidinyl)octan-4-ol). Reaction SMILES: N[C@@H:2]([CH:6](C)C)[C@H:3](O)[CH3:4].[NH2:9][C@H:10]([C@H:14]([OH:19])[CH2:15][CH2:16][CH2:17][CH3:18])[CH:11]([CH3:13])[CH3:12]>>[CH3:12][CH:11]([C@H:10]([N:9]1[CH2:4][CH2:3][CH2:2][CH2:6]1)[C@H:14]([OH:19])[CH2:15][CH2:16][CH2:17][CH3:18])[CH3:13]. Procedure: Repeat Step (a) of EXAMPLE 1, but (2R,3S)-3-amino-4-methyl pentan-2-ol is replaced with (3S,4R)-3-amino-2-methyloctan-4-ol. The analysis for compound Reactants: dimethylsilyl dichloride, C(C)(=O)NC1CC=2C=C(C(=CC2CC1)S(=O)(=O)Cl)OC (6-acetylamino-3-methoxy-5,6,7,8-tetrahydronaphthalene-2-sulfonyl chloride). The reagents and catalysts are [Zn] (zinc). Solvent: CC#N (MeCN), CC#N.ClCCCl (MeCN DCE). Run at temperature 81 celsius. Yields the product SC=1C=C2CCC(CC2=CC1OC)NC(C)=O (N-(6-mercapto-7-methoxy-1,2,3,4-tetrahydronaphthalen-2-yl)acetamide), C(C)(=O)NC1CC=2C=C(C(=CC2CC1)SSC=1C=C2CCC(CC2=CC1OC)NC(C)=O)OC (N-[6-(6-acetylamino-3-methoxy-5,6,7,8-tetrahydronaphthalen-2-yldisulfanyl)-7-methoxy-1,2,3,4,-tetrahydronaphthalen-2-yl]acetamide). RXN SMILES: [C:1]([NH:4][CH:5]1[CH2:14][CH2:13][C:12]2[CH:11]=[C:10]([S:15](Cl)(=O)=O)[C:9]([O:19][CH3:20])=[CH:8][C:7]=2[CH2:6]1)(=[O:3])[CH3:2]>CC#N.CC#N.ClCCCl.[Zn]>[SH:15][C:10]1[CH:11]=[C:12]2[C:7](=[CH:8][C:9]=1[O:19][CH3:20])[CH2:6][CH:5]([NH:4][C:1](=[O:3])[CH3:2])[CH2:14][CH2:13]2.[C:1]([NH:4][CH:5]1[CH2:14][CH2:13][C:12]2[CH:11]=[C:10]([S:15][S:15][C:10]3[CH:11]=[C:12]4[C:7](=[CH:8][C:9]=3[O:19][CH3:20])[CH2:6][CH:5]([NH:4][C:1](=[O:3])[CH3:2])[CH2:14][CH2:13]4)[C:9]([O:19][CH3:20])=[CH:8][C:7]=2[CH2:6]1)(=[O:3])[CH3:2] |f:2.3|. Reported procedure: To a suspension of zinc dust (1.16 g; 17.7 mmol) and dimethylsilyl dichloride (2.4 mL; 17.7 mmol) in MeCN (40 mL) was added a solution of 6-acetylamino-3-methoxy-5,6,7,8-tetrahydronaphthalene-2-sulfonyl chloride (1.13 g; 3.55 mmol) in MeCN/DCE (40/10 mL), at room temperature. The reaction suspension was then heated at 81° C. for 4 h, cooled to room temperature, filtered and the solvent evaporated under reduced pressure. The crude residue was purified by reverse-phase semi-prep HPLC eluting with ... Starting materials: C(C1=CC=CC=C1)(C1=CC=CC=C1)OCCN1CCN(CC1)C(=O)OCC (N-(2-benzhydroxyethyl)-N'-ethoxycarbonylpiperazine), [OH-].[K+] (potassium hydroxide). Solvent: CO (methanol), O (water), O (Water). Product: C(C1=CC=CC=C1)(C1=CC=CC=C1)OCCN1CCNCC1 (N-(2-benzhydroxyethyl)piperazine). Yield: 94.6%. As a reaction SMILES: [CH:1]([O:14][CH2:15][CH2:16][N:17]1[CH2:22][CH2:21][N:20](C(OCC)=O)[CH2:19][CH2:18]1)([C:8]1[CH:13]=[CH:12][CH:11]=[CH:10][CH:9]=1)[C:2]1[CH:7]=[CH:6][CH:5]=[CH:4][CH:3]=1.[OH-].[K+]>CO.O>[CH:1]([O:14][CH2:15][CH2:16][N:17]1[CH2:18][CH2:19][NH:20][CH2:21][CH2:22]1)([C:2]1[CH:7]=[CH:6][CH:5]=[CH:4][CH:3]=1)[C:8]1[CH:9]=[CH:10][CH:11]=[CH:12][CH:13]=1 |f:1.2|. Procedure details: To a solution of 4.12 g (11.2 mmol) of the piperazine derivative in methanol (20 ml) and water (10 ml) was added 13.2 g (235 mmol) of of potassium hydroxide, and the mixture was refluxed for 19 hours. Water was added to the reaction mixture and the whole mixture was extracted with n-butanol. The organic layer was washed with water and concentrated by evaporation under reduced pressure. The residue was subjected to Sephadex column chromatography, eluted with methanol, to give 3.15 g (10.6 mmol) o...